From a dataset of the Open Reaction Database (ORD), a public repository of structured organic reaction records. describe an organic reaction: reactants, conditions, products, and yield The reactants are COC1=C(CN2CC=3N=C(N=C(C3C2=O)NC=2C=C(C=CC2)C)CCCNC(OC(C)(C)C)=O)C=CC(=C1)OC (tert-butyl 3-(6-(2,4-dimethoxybenzyl)-5-oxo-4-(m-tolylamino)-6,7-dihydro-5H-pyrrolo[3,4-d]pyrimidin-2-yl)propylcarbamate), C(=O)(C(F)(F)F)O (TFA). Conditions: temperature 70 celsius, time 2 hour. Product: C(=O)(C(F)(F)F)O (TFA), NCCCC=1N=C(C2=C(N1)CNC2=O)NC=2C=C(C=CC2)C (2-(3-Aminopropyl)-4-(m-tolylamino)-6,7-dihydro-5H-pyrrolo[3,4-d]pyrimidin-5-one). Yield: 65.0%. As a reaction SMILES: COC1C=C(OC)C=CC=1C[N:6]1[C:14](=[O:15])[C:13]2[C:12]([NH:16][C:17]3[CH:18]=[C:19]([CH3:23])[CH:20]=[CH:21][CH:22]=3)=[N:11][C:10]([CH2:24][CH2:25][CH2:26][NH:27]C(=O)OC(C)(C)C)=[N:9][C:8]=2[CH2:7]1.[C:41]([OH:47])([C:43]([F:46])([F:45])[F:44])=[O:42]>>[C:41]([OH:47])([C:43]([F:46])([F:45])[F:44])=[O:42].[NH2:27][CH2:26][CH2:25][CH2:24][C:10]1[N:11]=[C:12]([NH:16][C:17]2[CH:18]=[C:19]([CH3:23])[CH:20]=[CH:21][CH:22]=2)[C:13]2[C:14](=[O:15])[NH:6][CH2:7][C:8]=2[N:9]=1. Procedure details: A mixture of tert-butyl 3-(6-(2,4-dimethoxybenzyl)-5-oxo-4-(m-tolylamino)-6,7-dihydro-5H-pyrrolo[3,4-d]pyrimidin-2-yl)propylcarbamate (1.7 mg, 0.003 mmol) in TFA (2 mL) was stirred at 70° C. for 2 h. The mixture was purified by reverse phase preparative HPLC. The fractions were collected and concentrated to give a TFA salt of the title compound as a white solid (0.6 mg, 65%). 1H NMR (500 MHz, CD3OD) δ ppm 2.11-2.26 (m, 2 H), 2.30-2.45 (m, 3 H), 2.92-3.09 (m, 4 H), 4.39 (s, 2 H), 6.98 (d, J=8.34 ... The reactants are Br, O=C([O-])O, CN(C)C=O, Fc1ccc(C(CCCCl)c2ccc(F)cc2)cc1, [I-], [K+], [Na+], O, Oc1ccc2onc(C3CCNCC3)c2c1. Product: Cl, Oc1ccc2onc(C3CCN(CCCC(c4ccc(F)cc4)c4ccc(F)cc4)CC3)c2c1. Reaction SMILES: [BrH:1].[C:18](=[O:19])([OH:20])[O-:21].[CH3:45][N:46]([CH3:47])[CH:48]=[O:49].[Cl:25][CH2:26][CH2:27][CH2:28][CH:29]([c:30]1[cH:31][cH:32][c:33]([F:36])[cH:34][cH:35]1)[c:37]1[cH:38][cH:39][c:40]([F:43])[cH:41][cH:42]1.[I-:24].[K+:23].[Na+:22].[OH2:44].[OH:2][c:3]1[cH:4][cH:5][c:6]2[c:7]([c:8]([CH:11]3[CH2:12][CH2:13][NH:14][CH2:15][CH2:16]3)[n:9][o:10]2)[cH:17]1>>[ClH:25].[OH:2][c:3]1[cH:4][cH:5][c:6]2[c:7]([c:8]([CH:11]3[CH2:12][CH2:13][N:14]([CH2:26][CH2:27][CH2:28][CH:29]([c:30]4[cH:31][cH:32][c:33]([F:36])[cH:34][cH:35]4)[c:37]4[cH:38][cH:39][c:40]([F:43])[cH:41][cH:42]4)[CH2:15][CH2:16]3)[n:9][o:10]2)[cH:17]1. The reactants are [N+](=O)([O-])C1=CC(=C(C(C(=O)O)=C1CCC(C(C(C(C(C1OC(CC1C)(C1OC(C(CC1)(O)CC)C)CC)CC)=O)C)O)C)O)C (5-nitro-3-methyl-6-{7-ethyl-4-hydroxy-3,5-dimethyl-6-oxo-7-[5-ethyl-3-methyl-5-(5-ethyl-5-hydroxy-6-methyl-2-tetrahydropyranyl)-2-tetrahydrofuryl]-heptyl}salicylic acid), [H][H] (hydrogen). Reagents/catalysts: [Ni] (Raney-nickel). Run in C(C)O (ethanol). The product is NC1=CC(=C(C(C(=O)O)=C1CCC(C(C(C(C(C1OC(CC1C)(C1OC(C(CC1)(O)CC)C)CC)CC)=O)C)O)C)O)C (5-amino-3-methyl-6-{7-ethyl-4-hydroxy-3,5-dimethyl-6-oxo-7-[5-ethyl-3-methyl-5-(5-ethyl-5-hydroxy-6-methyl-2-tetrahydropyranyl)-2-tetrahydrofuryl]-heptyl}salicylic acid). RXN SMILES: [N+:1]([C:4]1[C:12]([CH2:13][CH2:14][CH:15]([CH3:43])[CH:16]([OH:42])[CH:17]([CH3:41])[C:18](=[O:40])[CH:19]([CH2:38][CH3:39])[CH:20]2[CH:24]([CH3:25])[CH2:23][C:22]([CH2:36][CH3:37])([CH:26]3[CH2:31][CH2:30][C:29]([CH2:33][CH3:34])([OH:32])[CH:28]([CH3:35])[O:27]3)[O:21]2)=[C:8]([C:9]([OH:11])=[O:10])[C:7]([OH:44])=[C:6]([CH3:45])[CH:5]=1)([O-])=O.[H][H]>C(O)C.[Ni]>[NH2:1][C:4]1[C:12]([CH2:13][CH2:14][CH:15]([CH3:43])[CH:16]([OH:42])[CH:17]([CH3:41])[C:18](=[O:40])[CH:19]([CH2:38][CH3:39])[CH:20]2[CH:24]([CH3:25])[CH2:23][C:22]([CH2:36][CH3:37])([CH:26]3[CH2:31][CH2:30][C:29]([CH2:33][CH3:34])([OH:32])[CH:28]([CH3:35])[O:27]3)[O:21]2)=[C:8]([C:9]([OH:11])=[O:10])[C:7]([OH:44])=[C:6]([CH3:45])[CH:5]=1. Reported procedure: A solution of 5.0 g. (7.6 millimole) of 5-nitro-3-methyl-6-{7-ethyl-4-hydroxy-3,5-dimethyl-6-oxo-7-[5-ethyl-3-methyl-5-(5-ethyl-5-hydroxy-6-methyl-2-tetrahydropyranyl)-2-tetrahydrofuryl]-heptyl}salicylic acid in ethanol (450 ml.) was hydrogenated over 2 g. of Raney-nickel with an uptake of 22.2 mm. of hydrogen. The reaction was filtered (over N2) and 17.2 ml. of N HCl was added. The solvent was removed under reduced pressure, and the residue was crystallized from aqueous acetone to give 5-amino-... The reactants are C(#N)CC=1C=C(C2=C(C(=C(O2)Br)C2=CC=CC=C2)C1)Br (5-cyanomethyl-2,7-dibromo-3-phenylbenzofuran), C1=CCC(CC1)C(=O)O (cyclohexene-4-carboxylic acid), II (iodine), S(=S)(=O)([O-])[O-].[Na+].[Na+] (sodium thiosulfate), [N+](=O)([N+](=O)[O-])[O-] (dinitrogen tetroxide), C1=CCC(CC1)C(=O)O (cyclohexene-4-carboxylic acid), [N+](=O)([N+](=O)[O-])[O-] (dinitrogen tetroxide). Solvent: C(Cl)(Cl)Cl (chloroform). Run at time 16 hour. Yields the product BrC1=CC(=CC=2C(=C(OC21)[N+](=O)[O-])C2=CC=CC=C2)CC#N (7-bromo-5-cyanomethyl-2-nitro-3-phenylbenzofuran). As a reaction SMILES: [C:1]([CH2:3][C:4]1[CH:5]=[C:6]([Br:20])[C:7]2[O:11][C:10](Br)=[C:9]([C:13]3[CH:18]=[CH:17][CH:16]=[CH:15][CH:14]=3)[C:8]=2[CH:19]=1)#[N:2].[N+:21]([O-:26])([N+]([O-])=O)=[O:22].C1CCC(C(O)=O)CC=1.II.S([O-])([O-])(=O)=S.[Na+].[Na+]>C(Cl)(Cl)Cl>[Br:20][C:6]1[C:7]2[O:11][C:10]([N+:21]([O-:26])=[O:22])=[C:9]([C:13]3[CH:18]=[CH:17][CH:16]=[CH:15][CH:14]=3)[C:8]=2[CH:19]=[C:4]([CH2:3][C:1]#[N:2])[CH:5]=1 |f:4.5.6|. Procedure details: A solution containing 11.1 g. (0.028 mole) of 5-cyanomethyl-2,7-dibromo-3-phenylbenzofuran, 10.7 g. (0.11 mole) of dinitrogen tetroxide, 13.9 g. (0.11 mole) of cyclohexene-4-carboxylic acid and 1 g. of iodine in 500 ml. of chloroform is stirred at room temperature for 16 hours. An additional 13.9 g. of cyclohexene-4-carboxylic acid and 10.7 g. of dinitrogen tetroxide are added, and stirring is continued for 16 hours. The reaction is then treated with 500 ml. of 10 percent sodium thiosulfate. The... Reactants: C1OC=2C=C3C(C(=C4N(C3=CC2O1)CCS4)C(=O)OCC)=O (Ethyl 7,8-methylenedioxy-5-oxo-1,2-dihydro-5H-thiazolo(3,2-a) quinoline-4-carboxylate), C(C)O (ethanol), O (water), C(C)(=O)O (acetic acid). Run in [OH-].[Na+] (sodium hydroxide). Yields the product C1OC=2C=C3C(C(=C4N(C3=CC2O1)CCS4)C(=O)O)=O (7,8-Methylenedioxy-5-oxo-1,2-dihydro-5H-thiazolo(3,2-a)-quinoline-4-carboxylic acid). Yield: 69.5%. RXN SMILES: [CH2:1]1[O:13][C:12]2[CH:11]=[C:10]3[C:5]([C:6](=[O:22])[C:7]([C:17]([O:19]CC)=[O:18])=[C:8]4[S:16][CH2:15][CH2:14][N:9]43)=[CH:4][C:3]=2[O:2]1.C(O)C.O.C(O)(=O)C>[OH-].[Na+]>[CH2:1]1[O:13][C:12]2[CH:11]=[C:10]3[C:5]([C:6](=[O:22])[C:7]([C:17]([OH:19])=[O:18])=[C:8]4[S:16][CH2:15][CH2:14][N:9]43)=[CH:4][C:3]=2[O:2]1 |f:4.5|. Reported procedure: Ethyl 7,8-methylenedioxy-5-oxo-1,2-dihydro-5H-thiazolo(3,2-a) quinoline-4-carboxylate (1.38 grams, 4.3 mmol) was suspended in a mixture of 2.0 grams of sodium hydroxide, 40 ml of ethanol and 30 ml of water and the whole mixture was heated to reflux for thirty minutes. Then it was acidified with acetic acid when the solution was still hot, the crystals separated out were collected by filtration, washed with water and air dried and the resulting crude crystals were recrystallized from dimethyl for... Reactants: COC(C(C(C1=CC=C(C=C1)CC)Cl)=O)=O (3-chloro-3-(4-ethyl-phenyl)-2-oxo-propionic acid methyl ester), C(C)(=S)N (thioacetamide). The product is COC(=O)C=1N=C(SC1C1=CC=C(C=C1)CC)C (5-(4-Ethyl-phenyl)-2-methyl-thiazole-4-carboxylic acid methyl ester). As a reaction SMILES: [CH3:1][O:2][C:3](=[O:16])[C:4](=O)[CH:5](Cl)[C:6]1[CH:11]=[CH:10][C:9]([CH2:12][CH3:13])=[CH:8][CH:7]=1.[C:17]([NH2:20])(=[S:19])[CH3:18]>>[CH3:1][O:2][C:3]([C:4]1[N:20]=[C:17]([CH3:18])[S:19][C:5]=1[C:6]1[CH:11]=[CH:10][C:9]([CH2:12][CH3:13])=[CH:8][CH:7]=1)=[O:16]. Reported procedure: prepared by reaction of 3-chloro-3-(4-ethyl-phenyl)-2-oxo-propionic acid methyl ester with thioacetamide. LC-MS: tR=0.98 min; [M+H]+=262.1. Starting materials: O=C=NC(=O)c1c(Cl)cccc1Cl, CN(C)C=O, O, Nc1cc(-c2ccc(-c3ccccc3)cc2)on1. Product: O=C(NC(=O)c1c(Cl)cccc1Cl)Nc1cc(-c2ccc(-c3ccccc3)cc2)on1. RXN SMILES: [Cl:19][c:20]1[c:21]([C:22](=[O:23])[N:24]=[C:25]=[O:26])[c:27]([Cl:31])[cH:28][cH:29][cH:30]1.[O:32]=[CH:33][N:34]([CH3:35])[CH3:36].[OH2:37].[c:1]1(-[c:13]2[cH:14][cH:15][cH:16][cH:17][cH:18]2)[cH:2][cH:3][c:4](-[c:7]2[cH:8][c:9]([NH2:12])[n:10][o:11]2)[cH:5][cH:6]1>>[c:1]1(-[c:13]2[cH:14][cH:15][cH:16][cH:17][cH:18]2)[cH:2][cH:3][c:4](-[c:7]2[cH:8][c:9]([NH:12][C:25]([NH:24][C:22]([c:21]3[c:20]([Cl:19])[cH:30][cH:29][cH:28][c:27]3[Cl:31])=[O:23])=[O:26])[n:10][o:11]2)[cH:5][cH:6]1. Reactants: C(C1=CC=CC=C1)OC1=C(CCl)C=CC=C1 (2-benzyloxybenzyl chloride), C(C)(C)NC(C)C (diisopropylamine), C(CCC)[Li] (n-butyllithium), C1(CCCCC1)C(=O)OC (methyl cyclohexancarboxylate). Solvent: O1CCCC1 (tetrahydrofuran), O1CCCC1 (tetrahydrofuran). Reaction conditions: temperature -78 celsius, time 45 minute. Yields the product C(C1=CC=CC=C1)OC1=C(C=CC=C1)CC1(CCCCC1)C(=O)OC (Methyl 1-(2-benzyloxyphenyl)methylcyclohexan-1-carboxylate). Yield: 69.5%. RXN SMILES: C(NC(C)C)(C)C.C([Li])CCC.[CH:13]1([C:19]([O:21][CH3:22])=[O:20])[CH2:18][CH2:17][CH2:16][CH2:15][CH2:14]1.[CH2:23]([O:30][C:31]1[CH:38]=[CH:37][CH:36]=[CH:35][C:32]=1[CH2:33]Cl)[C:24]1[CH:29]=[CH:28][CH:27]=[CH:26][CH:25]=1>O1CCCC1>[CH2:23]([O:30][C:31]1[CH:38]=[CH:37][CH:36]=[CH:35][C:32]=1[CH2:33][C:13]1([C:19]([O:21][CH3:22])=[O:20])[CH2:18][CH2:17][CH2:16][CH2:15][CH2:14]1)[C:24]1[CH:25]=[CH:26][CH:27]=[CH:28][CH:29]=1. Procedure details: Under anhydrous conditions and a nitrogen atmoshere a solution of 8.7 g (0.086 mole) diisopropylamine in 250 ml tetrahydrofuran was cooled to -78° C. and 1.6M n-butyllithium (53.75 ml, 0.086 mole) was added dropwise over ten minutes. The mixture was stirred for 45 minutes, allowed to warm to 0° C. and 12.2 g (0.086 mole) methyl cyclohexancarboxylate was added. Stirring was continued for 45 minutes and then 20 g (0.086 mole) 2-benzyloxybenzyl chloride in 20 ml tetrahydrofuran was added dropwise. ... Conditions: time 1 hour. Product: Cl.Cl.ClC1=CC(=NC=C1)C1(CCNCC1)F (4-chloro-2-(4-fluoropiperidin-4-yl)pyridine dihydrochloride). Run in C(C)(=O)OCC (ethyl acetate). Starting materials: ClC1=CC(=NC=C1)C1(CCN(CC1)C(=O)OC(C)(C)C)F (tert-butyl 4-(4-chloropyridin-2-yl)-4-fluoropiperidine-1-carboxylate), Cl (HCl). Reported procedure: A solution of tert-butyl 4-(4-chloropyridin-2-yl)-4-fluoropiperidine-1-carboxylate (C4) (0.280 g, 0.890 mmol) in ethyl acetate (10 mL) was saturated with HCl(g). After 1 h, the reaction was concentrated in vacuo to provide 4-chloro-2-(4-fluoropiperidin-4-yl)pyridine dihydrochloride (C5) that gave a mass ion (ES+) of 215.2 for M+H+. Reaction SMILES: [Cl:1][C:2]1[CH:7]=[CH:6][N:5]=[C:4]([C:8]2([F:21])[CH2:13][CH2:12][N:11](C(OC(C)(C)C)=O)[CH2:10][CH2:9]2)[CH:3]=1.[ClH:22]>C(OCC)(=O)C>[ClH:1].[ClH:22].[Cl:1][C:2]1[CH:7]=[CH:6][N:5]=[C:4]([C:8]2([F:21])[CH2:9][CH2:10][NH:11][CH2:12][CH2:13]2)[CH:3]=1 |f:3.4.5|. Starting materials: ClC1=NC2=CC=CC=C2N=C1C (2-Chloro-3-methylquinoxaline), NC(=S)N (thiourea), C (Norit). Run in CC(=O)C (acetone), CC(=O)C (acetone). Product: Cl.CC=1C(=NC2=CC=CC=C2N1)SC(N)=N (Carbamimidothioic acid(3-methyl-2-quinoxalinyl)ester, hydrochloride). Reaction SMILES: [Cl:1][C:2]1[C:11]([CH3:12])=[N:10][C:9]2[C:4](=[CH:5][CH:6]=[CH:7][CH:8]=2)[N:3]=1.C.[NH2:14][C:15]([NH2:17])=[S:16]>CC(C)=O>[ClH:1].[CH3:12][C:11]1[C:2]([S:16][C:15](=[NH:14])[NH2:17])=[N:3][C:4]2[C:9]([N:10]=1)=[CH:8][CH:7]=[CH:6][CH:5]=2 |f:4.5|. Reported procedure: 2-Chloro-3-methylquinoxaline (10.72 g., 0.06 mole) was dissolved in 150 ml. of acetone, treated with Norit and filtered. The filtrate was added to 4.56 g. (0.06 mole) of thiourea in 150 ml. acetone. The solution was stirred at reflux under nitrogen for 2 hours. The precipitate which began to form after 5 minutes, was filtered while the reaction mixture was hot. The solid was collected, washed with hot acetone and dried to give 11.85 g. of a pink solid, m.p. 156°-157° C.